Dataset: the Open Reaction Database (ORD), a public repository of structured organic reaction records. Task: describe an organic reaction: reactants, conditions, products, and yield Reactants: glass, P(=O)([O-])([O-])[O-].[K+].[K+].[K+] (potassium phosphate), ClC1=C(C=CC(=C1)C(F)(F)F)N1C2=C(OCC1)C=C(C=C2)S(=O)(=O)NC2=NC=NC=C2 (4-(2-chloro-4-(trifluoromethyl)phenyl)-N-(pyrimidin-4-yl)-3,4-dihydro-2H-benzo[b][1,4]oxazine-7-sulfonamide), B1(OC(C(O1)(C)C)(C)C)C2=CCN(CC2)C(=O)OC(C)(C)C ((N-tert-butoxycarbonyl)-1,2,3,6-tetrahydropyridine-4-boronic acid pinacol ester). The reagents and catalysts are C(C)(C)(C)C=1C(=C(C=CC1NC)[Pd]Cl)C(C)(C)C ((di-t-butyl-p-methylaminophenyl]palladium(II) chloride). Reaction conditions: temperature 115 celsius. Yields the product N1=CN=C(C=C1)NS(=O)(=O)C=1C=CC2=C(OCCN2C2=C(C=C(C=C2)C(F)(F)F)C2=CCN(CC2)C(=O)OC(C)(C)C)C1 (tert-butyl 4-(2-(7-(N-(pyrimidin-4-yl)sulfamoyl)-2H-benzo[b][1,4]oxazin-4(3 H)-yl)-5-(trifluoromethyl)phenyl)-5,6-dihydropyridine-1(2 H)-carboxylate). As a reaction SMILES: Cl[C:2]1[CH:7]=[C:6]([C:8]([F:11])([F:10])[F:9])[CH:5]=[CH:4][C:3]=1[N:12]1[CH2:17][CH2:16][O:15][C:14]2[CH:18]=[C:19]([S:22]([NH:25][C:26]3[CH:31]=[CH:30][N:29]=[CH:28][N:27]=3)(=[O:24])=[O:23])[CH:20]=[CH:21][C:13]1=2.B1([C:41]2[CH2:46][CH2:45][N:44]([C:47]([O:49][C:50]([CH3:53])([CH3:52])[CH3:51])=[O:48])[CH2:43][CH:42]=2)OC(C)(C)C(C)(C)O1.P([O-])([O-])([O-])=O.[K+].[K+].[K+]>C(C1C(C(C)(C)C)=C([Pd]Cl)C=CC=1NC)(C)(C)C>[N:29]1[CH:30]=[CH:31][C:26]([NH:25][S:22]([C:19]2[CH:20]=[CH:21][C:13]3[N:12]([C:3]4[CH:4]=[CH:5][C:6]([C:8]([F:11])([F:10])[F:9])=[CH:7][C:2]=4[C:41]4[CH2:46][CH2:45][N:44]([C:47]([O:49][C:50]([CH3:53])([CH3:52])[CH3:51])=[O:48])[CH2:43][CH:42]=4)[CH2:17][CH2:16][O:15][C:14]=3[CH:18]=2)(=[O:24])=[O:23])=[N:27][CH:28]=1 |f:2.3.4.5|. Procedure details: A 5-mL glass microwave reaction vessel was charged with 4-(2-chloro-4-(trifluoromethyl)phenyl)-N-(pyrimidin-4-yl)-3,4-dihydro-2H-benzo[b][1,4]oxazine-7-sulfonamide (0.075 g, 0.159 mmol), (N-tert-butoxycarbonyl)-1,2,3,6-tetrahydropyridine-4-boronic acid pinacol ester (0.123 mL, 0.398 mmol), 1,1-bis[(di-t-butyl-p-methylaminophenyl]palladium(II) chloride (0.017 g, 0.024 mmol), potassium phosphate (0.053 mL, 0.637 mmol) and sealed with a septa cap. The reaction head space was flushed with nitrogen a... Starting materials: ice water, C(C1=CC=CC=C1)OC1CC(C(C(C1)O[Si](C)(C)C(C)(C)C)=CC#N)O[Si](C)(C)C(C)(C)C ([4-benzyloxy-2,6-bis-[(t-butyldimethylsilyl)oxy]-cyclohexylidene}-acetonitrile), C(=O)([O-])C(O)C(O)C(=O)[O-].[Na+].[K+] (potassium sodium tartrate), [H-].C(C(C)C)[Al+]CC(C)C (diisobutylaluminum hydride). Solvent: C1(=CC=CC=C1)C (toluene). Reaction conditions: time 1.5 hour. Yields the product C(C1=CC=CC=C1)OC1CC(C(C(C1)O[Si](C)(C)C(C)(C)C)=CC=O)O[Si](C)(C)C(C)(C)C ([4-benzyloxy-2,6-bis-[(t-butyldimethylsilyl)oxy]-cyclohexylidene}-acetaldehyde). Yield: 93.0%. RXN SMILES: [CH2:1]([O:8][CH:9]1[CH2:14][CH:13]([O:15][Si:16]([C:19]([CH3:22])([CH3:21])[CH3:20])([CH3:18])[CH3:17])[C:12](=[CH:23][C:24]#N)[CH:11]([O:26][Si:27]([C:30]([CH3:33])([CH3:32])[CH3:31])([CH3:29])[CH3:28])[CH2:10]1)[C:2]1[CH:7]=[CH:6][CH:5]=[CH:4][CH:3]=1.[H-].C([Al+]CC(C)C)C(C)C.C(C(C(C([O-])=O)O)O)([O-])=[O:45].[Na+].[K+]>C1(C)C=CC=CC=1>[CH2:1]([O:8][CH:9]1[CH2:14][CH:13]([O:15][Si:16]([C:19]([CH3:22])([CH3:21])[CH3:20])([CH3:18])[CH3:17])[C:12](=[CH:23][CH:24]=[O:45])[CH:11]([O:26][Si:27]([C:30]([CH3:33])([CH3:32])[CH3:31])([CH3:29])[CH3:28])[CH2:10]1)[C:2]1[CH:7]=[CH:6][CH:5]=[CH:4][CH:3]=1 |f:1.2,3.4.5|. Procedure: To a solution of Compound 30 (310 mg, 0.635 mmol, 30a:30b=ca. 1:2) in dry toluene (3 mL) cooled to −78° C. was slowly added diisobutylaluminum hydride (763 μL, 0.763 mmol, 1.0 M solution in toluene), and the mixture was stirred for 1.5 h. Excess reagent was decomposed by adding an aqueous solution of saturated potassium sodium tartrate, thereby quenching reaction, and into the mixture was poured ice water, and then extracted with AcOEt. The organic layer was washed with saturated brine, dried ov... Starting materials: Cl.C(C)(C)OC([C@H](N)C)=O (D-alanine isopropyl ester hydrochloride), Example 20 ( A ), COC([C@@H](NC([C@@](NC(C(C)C)=O)(CC(O)=O)N)=O)CC1=CC=CC=C1)=O (α-Aminoisobutyryl-α-L-aspartyl-L-phenylalanine methyl ester), N([C@@H](CC(OCC1=CC=CC=C1)=O)C(=O)O)C(=O)OCC1=CC=CC=C1 (Z-Asp(OBzl)), N-t-butoxycarbonyl-α-aminoisobutyric acid N-hydroxysuccinimide ester. Yields the product C(C)(C)OC([C@H](NC([C@@](NC(C(C)C)=O)(CC(O)=O)N)=O)C)=O (α-Aminoisobutyryl-α-L-aspartyl-D-alanine isopropyl ester). RXN SMILES: Cl.[CH:2]([O:5][C:6](=[O:10])[C@@H:7]([CH3:9])[NH2:8])([CH3:4])[CH3:3].N(C(OCC1C=CC=CC=1)=O)[C@H](C(O)=O)CC(=O)OCC1C=CC=CC=1.COC(=O)[C@H](CC1C=CC=CC=1)N[C:42](=[O:55])[C@:43]([NH2:54])([CH2:50][C:51](=[O:53])[OH:52])[NH:44][C:45](=[O:49])[CH:46]([CH3:48])[CH3:47]>>[CH:2]([O:5][C:6](=[O:10])[C@@H:7]([CH3:9])[NH:8][C:42](=[O:55])[C@:43]([NH2:54])([CH2:50][C:51](=[O:52])[OH:53])[NH:44][C:45](=[O:49])[CH:46]([CH3:48])[CH3:47])([CH3:4])[CH3:3] |f:0.1|. Procedure details: This compound was prepared from 1.7 g D-alanine isopropyl ester hydrochloride, 3.6 g Z-Asp(OBzl) and 1.8 g N-t-butoxycarbonyl-α-aminoisobutyric acid N-hydroxysuccinimide ester in a manner similar to Example 20 (A), (C), (D) and (E). Yield: 1.2 g, m.p.: 176°-178° C. The reactants are CN, O=C(Cl)N1CC(Oc2cc(C(F)(F)F)ccc2Cl)C1, C1CCOC1, O. The product is CNC(=O)N1CC(Oc2cc(C(F)(F)F)ccc2Cl)C1. RXN SMILES: [CH3:20][NH2:21].[Cl:1][c:2]1[c:3]([O:4][CH:5]2[CH2:6][N:7]([C:9](=[O:10])[Cl:11])[CH2:8]2)[cH:12][c:13]([C:16]([F:17])([F:18])[F:19])[cH:14][cH:15]1.[O:22]1[CH2:23][CH2:24][CH2:25][CH2:26]1.[OH2:27]>>[Cl:1][c:2]1[c:3]([O:4][CH:5]2[CH2:6][N:7]([C:9](=[O:10])[NH:21][CH3:20])[CH2:8]2)[cH:12][c:13]([C:16]([F:17])([F:18])[F:19])[cH:14][cH:15]1. The reactants are FC(F)(F)c1cnn2c(-c3cccc(Br)c3)cnc2n1, O=C([O-])[O-], COCCOC, CCOC(C)=O, [Na+], [Na+], c1ccc(P(c2ccccc2)(c2ccccc2)[Pd](P(c2ccccc2)(c2ccccc2)c2ccccc2)(P(c2ccccc2)(c2ccccc2)c2ccccc2)P(c2ccccc2)(c2ccccc2)c2ccccc2)cc1, OB(O)c1ccncc1. The product is FC(F)(F)c1cnn2c(-c3cccc(-c4ccncc4)c3)cnc2n1. Reaction SMILES: [Br:1][c:2]1[cH:3][c:4](-[c:8]2[cH:9][n:10][c:11]3[n:12]2[n:13][cH:14][c:15]([C:17]([F:18])([F:19])[F:20])[n:16]3)[cH:5][cH:6][cH:7]1.[C:30](=[O:31])([O-:32])[O-:33].[CH3:36][O:37][CH2:38][CH2:39][O:40][CH3:41].[CH3:42][CH2:43][O:44][C:45](=[O:46])[CH3:47].[Na+:34].[Na+:35].[cH:48]1[cH:49][cH:50][c:51]([P:52]([Pd:53]([P:54]([c:55]2[cH:56][cH:57][cH:58][cH:59][cH:60]2)([c:61]2[cH:62][cH:63][cH:64][cH:65][cH:66]2)[c:67]2[cH:68][cH:69][cH:70][cH:71][cH:72]2)([P:73]([c:74]2[cH:75][cH:76][cH:77][cH:78][cH:79]2)([c:80]2[cH:81][cH:82][cH:83][cH:84][cH:85]2)[c:86]2[cH:87][cH:88][cH:89][cH:90][cH:91]2)[P:92]([c:93]2[cH:94][cH:95][cH:96][cH:97][cH:98]2)([c:99]2[cH:100][cH:101][cH:102][cH:103][cH:104]2)[c:105]2[cH:106][cH:107][cH:108][cH:109][cH:110]2)([c:111]2[cH:112][cH:113][cH:114][cH:115][cH:116]2)[c:117]2[cH:118][cH:119][cH:120][cH:121][cH:122]2)[cH:123][cH:124]1.[n:21]1[cH:22][cH:23][c:24]([B:27]([OH:28])[OH:29])[cH:25][cH:26]1>>[c:2]1(-[c:24]2[cH:23][cH:22][n:21][cH:26][cH:25]2)[cH:3][c:4](-[c:8]2[cH:9][n:10][c:11]3[n:12]2[n:13][cH:14][c:15]([C:17]([F:18])([F:19])[F:20])[n:16]3)[cH:5][cH:6][cH:7]1. Starting materials: BrC=1N=CC(=NC1)NC(C(CC1CCCC1)C1=CC(=C(C=C1)S(=O)(=O)C)Cl)=O (N-(5-bromo-pyrazin-2-yl)-2-(3-chloro-4-methanesulfonyl-phenyl)-3-cyclopentyl-propionamide), [C-]#N.[K+] (potassium cyanide), C1COCCOCCOCCOCCOCCO1 (18-crown-6). Reagents/catalysts: C=1C=CC(=CC1)[P](C=2C=CC=CC2)(C=3C=CC=CC3)[Pd]([P](C=4C=CC=CC4)(C=5C=CC=CC5)C=6C=CC=CC6)([P](C=7C=CC=CC7)(C=8C=CC=CC8)C=9C=CC=CC9)[P](C=1C=CC=CC1)(C=1C=CC=CC1)C=1C=CC=CC1 (tetrakis(triphenylphosphine)palladium(0)), [Cu]I (copper(I) iodide). Run in CN(C=O)C (N,N-dimethylformamide). Conditions: temperature 25 celsius, time 2.75 hour. Product: ethyl acetate hexanes, ClC=1C=C(C=CC1S(=O)(=O)C)C(C(=O)NC1=NC=C(N=C1)C#N)CC1CCCC1 (2-(3-chloro-4-methanesulfonyl-phenyl)-N-(5-cyano-pyrazin-2-yl)-3-cyclopentyl-propionamide). Isolated yield 73.4%. As a reaction SMILES: Br[C:2]1[N:3]=[CH:4][C:5]([NH:8][C:9](=[O:28])[CH:10]([C:17]2[CH:22]=[CH:21][C:20]([S:23]([CH3:26])(=[O:25])=[O:24])=[C:19]([Cl:27])[CH:18]=2)[CH2:11][CH:12]2[CH2:16][CH2:15][CH2:14][CH2:13]2)=[N:6][CH:7]=1.[C-:29]#[N:30].[K+].C1OCCOCCOCCOCCOCCOC1>CN(C)C=O.C1C=CC([P]([Pd]([P](C2C=CC=CC=2)(C2C=CC=CC=2)C2C=CC=CC=2)([P](C2C=CC=CC=2)(C2C=CC=CC=2)C2C=CC=CC=2)[P](C2C=CC=CC=2)(C2C=CC=CC=2)C2C=CC=CC=2)(C2C=CC=CC=2)C2C=CC=CC=2)=CC=1.[Cu]I>[Cl:27][C:19]1[CH:18]=[C:17]([CH:10]([CH2:11][CH:12]2[CH2:16][CH2:15][CH2:14][CH2:13]2)[C:9]([NH:8][C:5]2[CH:4]=[N:3][C:2]([C:29]#[N:30])=[CH:7][N:6]=2)=[O:28])[CH:22]=[CH:21][C:20]=1[S:23]([CH3:26])(=[O:25])=[O:24] |f:1.2,^1:58,60,79,98|. Procedure details: A solution of N-(5-bromo-pyrazin-2-yl)-2-(3-chloro-4-methanesulfonyl-phenyl)-3-cyclopentyl-propionamide (616.0 mg, 1.266 mmol), potassium cyanide (210.0 mg, 3.225 mmol), tetrakis(triphenylphosphine)palladium(0) (30.0 mg, 0.026 mmol), copper(I) iodide (605.0 mg, 3.177 mmol), and 18-crown-6 (33.0 mg, 0.125 mmol) in anhydrous N,N-dimethylformamide (6 mL) was heated at 150° C. under nitrogen. After 2.75 h, the mixture was allowed to cool to 25° C. The mixture was then concentrated to remove solvent.... The reactants are [Al+3], C1CCOC1, ClCCl, [H-], [H-], [H-], [H-], [Li+], COc1ccc2c(C(=O)c3ccc(OCCN4CCCCC4)cc3)c(-c3ccccc3CO)ccc2c1. Product: COc1ccc2c(C(O)c3ccc(OCCN4CCCCC4)cc3)c(-c3ccccc3CO)ccc2c1. As a reaction SMILES: [Al+3:2].[CH2:44]1[O:45][CH2:46][CH2:47][CH2:48]1.[Cl:49][CH2:50][Cl:51].[H-:1].[H-:4].[H-:5].[H-:6].[Li+:3].[OH:7][CH2:8][c:9]1[c:10](-[c:15]2[c:16]([C:27](=[O:28])[c:29]3[cH:30][cH:31][c:32]([O:35][CH2:36][CH2:37][N:38]4[CH2:39][CH2:40][CH2:41][CH2:42][CH2:43]4)[cH:33][cH:34]3)[c:17]3[cH:18][cH:19][c:20]([O:25][CH3:26])[cH:21][c:22]3[cH:23][cH:24]2)[cH:11][cH:12][cH:13][cH:14]1>>[OH:7][CH2:8][c:9]1[c:10](-[c:15]2[c:16]([CH:27]([OH:28])[c:29]3[cH:30][cH:31][c:32]([O:35][CH2:36][CH2:37][N:38]4[CH2:39][CH2:40][CH2:41][CH2:42][CH2:43]4)[cH:33][cH:34]3)[c:17]3[cH:18][cH:19][c:20]([O:25][CH3:26])[cH:21][c:22]3[cH:23][cH:24]2)[cH:11][cH:12][cH:13][cH:14]1.